From a dataset of the Open Reaction Database (ORD), a public repository of structured organic reaction records. describe an organic reaction: reactants, conditions, products, and yield Starting materials: CC(C[C@H]1C(N(CCN1)CC1=CC(=NC=C1)C1=CC(=C(C(=C1)OC)OC)OC)=O)C ((3S)-3-(2-methylpropyl)-2-oxo-1-[[2-(3,4,5-trimethoxy-phenyl)pyridin-4-yl]methyl]piperazine), ClCC1=CC(=NC=C1)C1=CC(=C(C(=C1)OC)OC)OC (4-chloromethyl-2-(3,4,5-trimethoxyphenyl)pyridine). Yields the product CC(C[C@H]1C(N(CCN1CC1=CC(=NC=C1)C1=CC(=C(C(=C1)OC)OC)OC)CC1=CC(=NC=C1)C1=CC(=C(C(=C1)OC)OC)OC)=O)C ((3S)-3-(2-methylpropyl)-2-oxo-N,N′-bis[[2-(3,4,5-trimethoxyphenyl)pyridin-4-yl]methyl]piperazine), Cl (hydrochloride). Reaction SMILES: [CH3:1][CH:2]([CH3:30])[CH2:3][C@@H:4]1[NH:9][CH2:8][CH2:7][N:6]([CH2:10][C:11]2[CH:16]=[CH:15][N:14]=[C:13]([C:17]3[CH:22]=[C:21]([O:23][CH3:24])[C:20]([O:25][CH3:26])=[C:19]([O:27][CH3:28])[CH:18]=3)[CH:12]=2)[C:5]1=[O:29].[Cl:31][CH2:32][C:33]1[CH:38]=[CH:37][N:36]=[C:35]([C:39]2[CH:44]=[C:43]([O:45][CH3:46])[C:42]([O:47][CH3:48])=[C:41]([O:49][CH3:50])[CH:40]=2)[CH:34]=1>>[CH3:1][CH:2]([CH3:30])[CH2:3][C@@H:4]1[N:9]([CH2:32][C:33]2[CH:38]=[CH:37][N:36]=[C:35]([C:39]3[CH:44]=[C:43]([O:45][CH3:46])[C:42]([O:47][CH3:48])=[C:41]([O:49][CH3:50])[CH:40]=3)[CH:34]=2)[CH2:8][CH2:7][N:6]([CH2:10][C:11]2[CH:16]=[CH:15][N:14]=[C:13]([C:17]3[CH:22]=[C:21]([O:23][CH3:24])[C:20]([O:25][CH3:26])=[C:19]([O:27][CH3:28])[CH:18]=3)[CH:12]=2)[C:5]1=[O:29].[ClH:31]. Procedure details: (3S)-3-(2-methylpropyl)-2-oxo-1-[[2-(3,4,5-trimethoxy-phenyl)pyridin-4-yl]methyl]piperazine (100 mg) and 4-chloromethyl-2-(3,4,5-trimethoxyphenyl)pyridine (71 mg) were reacted in the same manner as in Example 4 to obtain the title compound as a hydrochloride. Starting materials: CN(C1=NN2C(C=C(C=C2)NC(=O)C2=C(C=NN2C)C(=O)O)=N1)C (5-(2-(dimethylamino)-[1,2,4]triazolo[1,5-a]pyridin-7-ylcarbamoyl)-1-methyl-1H-pyrazole-4-carboxylic acid), N1CCCC1 (pyrrolidine), CCCP(=O)=O (propylphosphonic anhydride), C(C)(C)N(CC)C(C)C (diisopropylethylamine). Solvent: O1CCCC1 (tetrahydrofurane). Run at temperature 70 celsius, time 18 hour. Yields the product CN(C1=NN2C(C=C(C=C2)NC(=O)C2=C(C=NN2C)C(=O)N2CCCC2)=N1)C (N-(2-(dimethylamino)-[1,2,4]triazolo[1,5-a]pyridin-7-yl)-1-methyl-4-(pyrrolidine-1-carbonyl)-1H-pyrazole-5-carboxamide). The yield is 89.1%. As a reaction SMILES: [CH3:1][N:2]([CH3:24])[C:3]1[N:23]=[C:6]2[CH:7]=[C:8]([NH:11][C:12]([C:14]3[N:18]([CH3:19])[N:17]=[CH:16][C:15]=3[C:20](O)=[O:21])=[O:13])[CH:9]=[CH:10][N:5]2[N:4]=1.[NH:25]1[CH2:29][CH2:28][CH2:27][CH2:26]1.CCCP(=O)=O.C(N(C(C)C)CC)(C)C>O1CCCC1>[CH3:1][N:2]([CH3:24])[C:3]1[N:23]=[C:6]2[CH:7]=[C:8]([NH:11][C:12]([C:14]3[N:18]([CH3:19])[N:17]=[CH:16][C:15]=3[C:20]([N:25]3[CH2:29][CH2:28][CH2:27][CH2:26]3)=[O:21])=[O:13])[CH:9]=[CH:10][N:5]2[N:4]=1. Procedure: A mixture of 5-(2-(dimethylamino)-[1,2,4]triazolo[1,5-a]pyridin-7-ylcarbamoyl)-1-methyl-1H-pyrazole-4-carboxylic acid (150 mg, 455 μmol), pyrrolidine (226 μl, 2.73 mmol), propylphosphonic anhydride (50% in ethyl acetate, 671 μl, 1.14 mmol) and diisopropylethylamine (239 μl, 1.37 mmol) in tetrahydrofurane (8 ml) is stirred for 18 hours at 70° C. under nitrogen atmosphere. The solvent is evaporated and the residue triturated with sat. aqueous sodium hydrogencarbonate solution. The precipitated sol... Starting materials: CC1=CC(=NC(=N1)Cl)Cl (6-methyl-2,4-dichloropyrimidine), [OH-].[Na+] (NaOH). The solvent is O1CCCC1 (tetrahydrofurane). Reaction conditions: time 48 hour. Yields the product CC1=CC(=NC(=N1)Cl)O (6-Methyl-2-chloro-4-hydroxypyrimidine). The yield is 66.7%. RXN SMILES: [CH3:1][C:2]1[N:7]=[C:6]([Cl:8])[N:5]=[C:4](Cl)[CH:3]=1.[OH-:10].[Na+]>O1CCCC1>[CH3:1][C:2]1[N:7]=[C:6]([Cl:8])[N:5]=[C:4]([OH:10])[CH:3]=1 |f:1.2|. Procedure details: To a mixture solution of 6-methyl-2,4-dichloropyrimidine (25 g, 0.153 mol) in tetrahydrofurane(170 ml) was added 1N-NaOH solution(420 ml) and stirred for 48 hours at room temperature. The reaction mixture was washed with ethyl ether to remove impurities, acidified with hydrochloric acid, and then extracted with ethyl acetate. The ethyl acetate layer was dried over anhydrous sodium sulfate, concentrated under reduced pressure to give 13.5 g of titled compound as yellow solid form. (Yield: 66.7%) Starting materials: Boc-anhydride, C(#N)CC=1C=C(C(=O)OCC)C=CC1 (Ethyl 3-cyanomethyl-benzoate), C(#N)CC=1C=C(C(=O)OCC)C=CC1 (Ethyl 3-cyanomethyl-benzoate), Cl (hydrochloric acid), [H][H] (hydrogen), [OH-].[Na+] (NaOH), CO (methanol), Cl (hydrochloric acid). The reagents and catalysts are [Pd] (Pd/C). Solvent: C(C)(C)(C)O (tertbutanol), C(C)O (ethanol). Conditions: temperature 40 celsius, time 16 hour. Product: C(C)(C)(C)OC(=O)NCCC=1C=C(C(=O)O)C=CC1 (3-(2-tert-Butoxycarbonylamino-ethyl)-benzoic Acid). As a reaction SMILES: [C:1]([CH2:3][C:4]1[CH:5]=[C:6]([CH:12]=[CH:13][CH:14]=1)[C:7]([O:9]CC)=[O:8])#[N:2].Cl.[H][H].[OH-:18].[Na+].[CH3:20][OH:21]>C(O)C.[Pd].C(O)(C)(C)C>[C:4]([O:18][C:20]([NH:2][CH2:1][CH2:3][C:4]1[CH:5]=[C:6]([CH:12]=[CH:13][CH:14]=1)[C:7]([OH:9])=[O:8])=[O:21])([CH3:5])([CH3:14])[CH3:3] |f:3.4|. Reported procedure: Ethyl 3-cyanomethyl-benzoate (compound E5) (7.15 g, 41 mmol) is dissolved in ethanol (200 mL) and concentrated hydrochloric acid (5 mL), Pd/C (2 g) is added and the mixture is hydrogenated at 3 bar hydrogen pressure for 24 h. Afterwards, the mixture is filtered, evaporated and the residue is treated with methanol (120 mL) and aqueous 2N NaOH (50 mL, 0.1 mol) and heated 6 h at 40° C., filtered and the filtrate treated with aqueous 2N hydrochloric acid (32 mL, 64 mmol). Boc-anhydride (Boc2O) (9.81... Reactants: N#CC1CC(F)CN1C(=O)CBr, NC12CCC(F)(CC1)CC2. Yields the product N#CC1CC(F)CN1C(=O)CNC12CCC(F)(CC1)CC2. As a reaction SMILES: [Br:11][CH2:12][C:13](=[O:14])[N:15]1[CH:16]([C:21]#[N:22])[CH2:17][CH:18]([F:20])[CH2:19]1.[NH2:1][C:2]12[CH2:3][CH2:4][C:5]([F:10])([CH2:6][CH2:7]1)[CH2:8][CH2:9]2>>[NH:1]([C:2]12[CH2:3][CH2:4][C:5]([F:10])([CH2:6][CH2:7]1)[CH2:8][CH2:9]2)[CH2:12][C:13](=[O:14])[N:15]1[CH:16]([C:21]#[N:22])[CH2:17][CH:18]([F:20])[CH2:19]1. Starting materials: FC1=CC=2C3=C(NC2C=C1)C1CCN(C3)CC1 (9-fluoro-3,4,5,6-tetrahydro-1H-2,5-ethanoazepino[4,3-b]indole), BrC=1C=C2C=CC(=NC2=CC1)C (6-bromo-2-methylquinoline). The product is FC1=CC=2C3=C(N(C2C=C1)C=1C=C2C=CC(=NC2=CC1)C)C1CCN(C3)CC1 (9-fluoro-6-(2-methylquinolin-6-yl)-3,4,5,6-tetrahydro-1H-2,5-ethanoazepino[4,3-b]indole). Reaction SMILES: [F:1][C:2]1[CH:10]=[CH:9][C:8]2[NH:7][C:6]3[CH:11]4[CH2:17][CH2:16][N:14]([CH2:15][C:5]=3[C:4]=2[CH:3]=1)[CH2:13][CH2:12]4.Br[C:19]1[CH:20]=[C:21]2[C:26](=[CH:27][CH:28]=1)[N:25]=[C:24]([CH3:29])[CH:23]=[CH:22]2>>[F:1][C:2]1[CH:10]=[CH:9][C:8]2[N:7]([C:19]3[CH:20]=[C:21]4[C:26](=[CH:27][CH:28]=3)[N:25]=[C:24]([CH3:29])[CH:23]=[CH:22]4)[C:6]3[CH:11]4[CH2:12][CH2:13][N:14]([CH2:15][C:5]=3[C:4]=2[CH:3]=1)[CH2:16][CH2:17]4. Procedure details: The reaction of 9-fluoro-3,4,5,6-tetrahydro-1H-2,5-ethanoazepino[4,3-b]indole (230 mg, 1.0 mmol; Example 161) and 6-bromo-2-methylquinoline (333 mg, 1.5 mmol; Oakwood) was performed as described in Example 68 to afford the title compound: 1H NMR (300 MHz, methanol-d4) δ ppm 1.94-2.20 (m, 4H) 2.78 (s, 3H) 2.89-2.96 (m, 1H) 3.08-3.30 (m, 4H) 4.30 (s, 2H) 6.84 (td, J=9, 2 Hz, 1H) 7.04 (dd, J=9, 4 Hz, 1H) 7.11 (dd, J=9, 3 Hz, 1H) 7.54 (d, J=9 Hz, 1H) 7.67 (dd, J=9, 2 Hz, 1H) 7.90 (d, J=2 Hz, 1H) 8.1... Reactants: FC=1C=CC(=C(C1)C=1C(=CC(=CC1)[N+](=O)[O-])C(=O)O)OC (5′-Fluoro-2′-methoxy-4-nitro-2-biphenylcarboxylic acid), COC1=C(C=C(C=C1)OC)C=1C(=CC(=CC1)[N+](=O)[O-])C(=O)OC (methyl 2′,5′-dimethoxy-4-nitro-2-biphenylcarboxylate). Yields the product COC1=C(C=C(C=C1)OC)C=1C(=CC(=CC1)[N+](=O)[O-])C(=O)O (2′,5′-dimethoxy-4-nitro-2-biphenylcarboxylic acid). Isolated yield 97.5%. Reaction SMILES: FC1C=CC(OC)=C(C2C(C(O)=O)=CC([N+]([O-])=O)=CC=2)C=1.[CH3:22][O:23][C:24]1[CH:29]=[CH:28][C:27]([O:30][CH3:31])=[CH:26][C:25]=1[C:32]1[C:33]([C:41]([O:43]C)=[O:42])=[CH:34][C:35]([N+:38]([O-:40])=[O:39])=[CH:36][CH:37]=1>>[CH3:22][O:23][C:24]1[CH:29]=[CH:28][C:27]([O:30][CH3:31])=[CH:26][C:25]=1[C:32]1[C:33]([C:41]([OH:43])=[O:42])=[CH:34][C:35]([N+:38]([O-:40])=[O:39])=[CH:36][CH:37]=1. Procedure details: This compound was prepared in a manner similar to that of 5′-Fluoro-2′-methoxy-4-nitro-2-biphenylcarboxylic acid (EXAMPLE 107) from methyl 2′,5′-dimethoxy-4-nitro-2-biphenylcarboxylate (2.07 g) to afford 1.93 g (99%) of 2′,5′-dimethoxy-4-nitro-2-biphenylcarboxylic acid as a white solid. Data for 2′,5′-dimethoxy-4-nitro-2-biphenylcarboxylic acid: 1H NMR (400 MHz, acetone-d6) 8.64 (d, J=2.5, 1H), 8.43 (dd, J=8.4, 2.6, 1H), 7.67 (d, J=8.5, 1H), 6.94 (m, 2H), 3.80 (s, 3H), 3.68 (s, 3H). Solvent: Cl (hydrochloric acid), Cl (hydrochloric acid). Procedure details: Teicoplanin A2 (10 g) is added to 1N hydrochloric acid (150 ml) preheated to 80° C. while stirring. After about 45 minutes the reaction mixture is cooled to 0-5° C. and 37% hydrochloric acid (30 ml) is added. Stirring is maintained for about 10 minutes, after which the precipitated solid is recovered by filtration, washed with 20 ml of 2N HCl, then with ethyl ether, and dried overnight over potassium hydroxide pellets at room temperature, resulting in the crude product of the title (8.3 g). Conditions: temperature 2.5 celsius. The product is CC(=O)N[C@H]1[C@H]([C@@H]([C@@H](O[C@H]1OC2=C3C=C4C=C2OC=5C=CC(=CC5Cl)[C@H]([C@H]6C(=O)N[C@@H](C=7C=C(C=C(C7C=8C=C(C=CC8O)[C@H](C(=O)N6)NC(=O)[C@@H]4NC(=O)[C@@H]9C1=CC(=CC(=C1)OC=1C=C(C=CC1O)[C@H](C(=O)N[C@H](CC=1C=CC(=C(C1)Cl)O3)C(=O)N9)N)O)O[C@@H]1[C@H]([C@@H]([C@@H]([C@H](O1)CO)O)O)O)O)C(=O)O)O[C@H]1[C@H]([C@H]([C@@H]([C@@H](O1)CO)O)O)NC(=O)C)CO)O)O (teicoplanin). Starting materials: CCCCC/C=C/CCC(=O)NC1C(C(C(OC1OC2=C3C=C4C=C2OC5=C(C=C(C=C5)C(C6C(=O)NC(C7=CC(=CC(=C7C8=C(C=CC(=C8)C(C(=O)N6)NC(=O)C4NC(=O)C9C1=CC(=C(C(=C1)O)C)OC1=C(C=CC(=C1)C(C(=O)NC(C(C1=CC(=C(O3)C=C1)Cl)O)C(=O)N9)N)O)O)OC1C(C(C(C(O1)CO)O)O)O)O)C(=O)OC)OC1C(C(C(C(O1)CO)O)O)NC(=O)C)Cl)CO)O)O (Teicoplanin A2). Reaction SMILES: CCCCC/C=C/C[CH2:9][C:10]([NH:12][CH:13]1[CH:18]([O:19][C:20]2[C:25]3[O:26][C:27]4[CH:32]=[CH:31][C:30]([CH:33]([O:116][CH:117]5[O:122][CH:121]([CH2:123][OH:124])[CH:120]([OH:125])[CH:119]([OH:126])[CH:118]5[NH:127][C:128]([CH3:130])=[O:129])[CH:34]5[NH:54][C:52](=[O:53])[CH:51]([NH:55][C:56]([CH:58]6[NH:59][C:60]([CH:62]7[NH:95][C:93](=[O:94])[CH:82]([CH:83](O)[C:84]8[CH:90]=[CH:89][C:87]([O:88][C:21]=2[CH:22]=[C:23]6[CH:24]=3)=[C:86]([Cl:91])[CH:85]=8)[NH:81][C:79](=[O:80])[CH:78]([NH2:96])[C:76]2=[CH:77][C:72](=[C:73]([OH:97])[CH:74]=[CH:75]2)[O:71][C:65]2=[C:66](C)[C:67]([OH:69])=[CH:68][C:63]7=[CH:64]2)=[O:61])=[O:57])[C:49]2=[CH:50][C:45](=[C:46]([OH:98])[CH:47]=[CH:48]2)[C:44]2[C:39](=[CH:40][C:41]([OH:111])=[CH:42][C:43]=2[O:99][CH:100]2[O:105][CH:104]([CH2:106][OH:107])[CH:103]([OH:108])[CH:102]([OH:109])[CH:101]2[OH:110])[CH:38]([C:112]([O:114]C)=[O:113])[NH:37][C:35]5=[O:36])=[CH:29][C:28]=4[Cl:131])[O:17][CH:16]([CH2:132][OH:133])[CH:15]([OH:134])[CH:14]1[OH:135])=[O:11]>Cl>[CH3:9][C:10]([NH:12][C@@H:13]1[C@H:18]([O:19][C:20]2[C:25]3[O:26][C:27]4[CH:32]=[CH:31][C:30]([C@@H:33]([O:116][C@@H:117]5[O:122][C@@H:121]([CH2:123][OH:124])[C@@H:120]([OH:125])[C@H:119]([OH:126])[C@@H:118]5[NH:127][C:128]([CH3:130])=[O:129])[C@@H:34]5[NH:54][C:52](=[O:53])[C@H:51]([NH:55][C:56]([C@@H:58]6[NH:59][C:60]([C@H:62]7[NH:95][C:93](=[O:94])[C@@H:82]([CH2:83][C:84]8[CH:90]=[CH:89][C:87]([O:88][C:21]=2[CH:22]=[C:23]6[CH:24]=3)=[C:86]([Cl:91])[CH:85]=8)[NH:81][C:79](=[O:80])[C@H:78]([NH2:96])[C:76]2[CH:75]=[CH:74][C:73]([OH:97])=[C:72]([CH:77]=2)[O:71][C:65]2=[CH:64][C:63]7=[CH:68][C:67]([OH:69])=[CH:66]2)=[O:61])=[O:57])[C:49]2[CH:48]=[CH:47][C:46]([OH:98])=[C:45]([CH:50]=2)[C:44]2[C:43]([O:99][C@H:100]3[O:105][C@H:104]([CH2:106][OH:107])[C@@H:103]([OH:108])[C@@H:102]([OH:109])[C@@H:101]3[OH:110])=[CH:42][C:41]([OH:111])=[CH:40][C:39]=2[C@@H:38]([C:112]([OH:114])=[O:113])[NH:37][C:35]5=[O:36])=[CH:29][C:28]=4[Cl:131])[O:17][C@@H:16]([CH2:132][OH:133])[C@@H:15]([OH:134])[C@@H:14]1[OH:135])=[O:11]. The reactants are C(O)([O-])=O.[Na+] (sodium hydrogencarbonate), OC1=C(C(N(C2=NC=CC=C12)C1=CC(=CC=C1)OC(F)(F)F)=O)C(CC1=C(C=CC=C1)C)=O (4-hydroxy-3-(2-methylphenylacetyl)-1-(3-trifluoromethoxyphenyl)-1,8-naphthyridin-2(1H)-one), O.NN (hydrazine monohydrate). Solvent: CN(C)C=O (DMF). Run at temperature 115 celsius, time 2 hour. Product: CC1=C(CC2=NNC3=C2C(N(C=2N=CC=CC32)C3=CC(=CC=C3)OC(F)(F)F)=O)C=CC=C1 (3-(2-methylbenzyl)-5-(3-trifluoromethoxyphenyl)-1H-pyrazolo[4,3-c][1,8]-naphthyridin-4(5H)-one), crystal. Isolated yield 96.0%. RXN SMILES: O[C:2]1[C:11]2[C:6](=[N:7][CH:8]=[CH:9][CH:10]=2)[N:5]([C:12]2[CH:17]=[CH:16][CH:15]=[C:14]([O:18][C:19]([F:22])([F:21])[F:20])[CH:13]=2)[C:4](=[O:23])[C:3]=1[C:24](=O)[CH2:25][C:26]1[CH:31]=[CH:30][CH:29]=[CH:28][C:27]=1[CH3:32].O.[NH2:35][NH2:36].C(=O)([O-])O.[Na+]>CN(C=O)C>[CH3:32][C:27]1[CH:28]=[CH:29][CH:30]=[CH:31][C:26]=1[CH2:25][C:24]1[C:3]2[C:4](=[O:23])[N:5]([C:12]3[CH:17]=[CH:16][CH:15]=[C:14]([O:18][C:19]([F:21])([F:22])[F:20])[CH:13]=3)[C:6]3[N:7]=[CH:8][CH:9]=[CH:10][C:11]=3[C:2]=2[NH:36][N:35]=1 |f:1.2,3.4|. Procedure: To a suspension of 4-hydroxy-3-(2-methylphenylacetyl)-1-(3-trifluoromethoxyphenyl)-1,8-naphthyridin-2(1H)-one (521 mg, 1.1 mmol) produced in Synthesis Example 30 in DMF (5 mL) was added hydrazine monohydrate (purity of 80%, 183 μL), and the mixture was stirred at 110 to 120° C. for 2 hours. To the reaction solution was added a sodium hydrogencarbonate aqueous solution. The resulting precipitate was separated by filtration, washed with water, and dried to give 3-(2-methylbenzyl)-5-(3-trifluoromet... The reactants are COC(=O)c1ccc(C)cc1N, O=S(=O)(Cl)c1cccc2nsnc12. Yields the product COC(=O)c1ccc(C)cc1NS(=O)(=O)c1cccc2nsnc12. Reaction SMILES: [CH3:14][O:15][C:16]([c:17]1[c:18]([NH2:24])[cH:19][c:20]([CH3:23])[cH:21][cH:22]1)=[O:25].[n:1]1[c:2]2[c:3]([n:4][s:5]1)[c:6]([S:10](=[O:11])(=[O:12])[Cl:13])[cH:7][cH:8][cH:9]2>>[n:1]1[c:2]2[c:3]([n:4][s:5]1)[c:6]([S:10](=[O:11])(=[O:12])[NH:24][c:18]1[c:17]([C:16]([O:15][CH3:14])=[O:25])[cH:22][cH:21][c:20]([CH3:23])[cH:19]1)[cH:7][cH:8][cH:9]2.